From a dataset of the Open Reaction Database (ORD), a public repository of structured organic reaction records. describe an organic reaction: reactants, conditions, products, and yield Reactants: C(C)(C)Br (isopropylbromide), O (water), COC=1C=C(CCN(CCCC(C#N)C2=CC(=CC(=C2)OC)OC)C)C=CC1 (5-[(3-methoxyphenethyl)-methylamino]-2-(3,5-dimethoxyphenyl)-valeronitrile), [NH2-].[Na+] (sodium amide). Solvent: C1(=CC=CC=C1)C (toluene), C1(=CC=CC=C1)C (toluene). Run at time 2 hour. Product: COC=1C=C(CCN(CCCC(C#N)(C(C)C)C2=CC(=CC(=C2)OC)OC)C)C=CC1 (5-[(3-Methoxyphenethyl)-methylamino]-2-(3,5-dimethoxyphenyl)-2-isopropylvaleronitrile). The yield is 110.5%. RXN SMILES: [CH3:1][O:2][C:3]1[CH:4]=[C:5]([CH:26]=[CH:27][CH:28]=1)[CH2:6][CH2:7][N:8]([CH3:25])[CH2:9][CH2:10][CH2:11][CH:12]([C:15]1[CH:20]=[C:19]([O:21][CH3:22])[CH:18]=[C:17]([O:23][CH3:24])[CH:16]=1)[C:13]#[N:14].[NH2-].[Na+].[CH:31](Br)([CH3:33])[CH3:32].O>C1(C)C=CC=CC=1>[CH3:1][O:2][C:3]1[CH:4]=[C:5]([CH:26]=[CH:27][CH:28]=1)[CH2:6][CH2:7][N:8]([CH3:25])[CH2:9][CH2:10][CH2:11][C:12]([C:15]1[CH:20]=[C:19]([O:21][CH3:22])[CH:18]=[C:17]([O:23][CH3:24])[CH:16]=1)([CH:31]([CH3:33])[CH3:32])[C:13]#[N:14] |f:1.2|. Procedure: 38.3 g (0.1 mole) of 5-[(3-methoxyphenethyl)-methylamino]-2-(3,5-dimethoxyphenyl)-valeronitrile were dissolved in 200 ml of toluene, and the stirred solution was refluxed with 4.7 g (0.12 mole) of powdered sodium amide for 1 hour. Thereafter, a solution of 15.7 g (0.12 mole) of isopropylbromide in 30 ml of toluene was added dropwise in the course of 60 minutes, and refluxing was continued for a further 2 hours. The cooled reaction mixture was poured into water, the toluene phase was washed sever... Starting materials: C(C)(C)(C)C(=O)N(CCCF)CC1=CC=C(C=C1)B(O)O (4-(N-tert-butylcarbonyl-3-fluoropropylaminomethyl)phenyl boronic acid), CCO (EtOH), C1(=CC=CC=C1)C (toluene), FC=1C=C(C=CC1I)N1C(O[C@H](C1)CNC(C)=O)=O ((5S)—N-[3-(3-fluoro-4-iodo-phenyl)-2-oxo-oxazolidin-5-ylmethyl]-acetamide), C(=O)([O-])[O-].[K+].[K+] (K2CO3). Reagents/catalysts: C=1C=CC(=CC1)[P](C=2C=CC=CC2)(C=3C=CC=CC3)[Pd]([P](C=4C=CC=CC4)(C=5C=CC=CC5)C=6C=CC=CC6)([P](C=7C=CC=CC7)(C=8C=CC=CC8)C=9C=CC=CC9)[P](C=1C=CC=CC1)(C=1C=CC=CC1)C=1C=CC=CC1 (tetrakis(triphenylphosphine)palladium). The solvent is O (water). The product is C(C)(C)(C)OC(N(CCCF)CC1=CC=C(C=C1)C1=C(C=C(C=C1)N1C(O[C@H](C1)CNC(C)=O)=O)F)=O ((5S)-{4′-[5-(acetylamino-methyl)-2-oxo-oxazolidin-3-yl]-2′-fluoro-biphenyl-4-ylmethyl}-(3-fluoro-propyl)-carbamic acid tert-butyl ester). The yield is 30.0%. RXN SMILES: C([C:5]([N:7]([CH2:12][C:13]1[CH:18]=[CH:17][C:16](B(O)O)=[CH:15][CH:14]=1)[CH2:8][CH2:9][CH2:10][F:11])=[O:6])(C)(C)C.CC[OH:24].[F:25][C:26]1[CH:27]=[C:28]([N:33]2[CH2:37][C@H:36]([CH2:38][NH:39][C:40](=[O:42])[CH3:41])[O:35][C:34]2=[O:43])[CH:29]=[CH:30][C:31]=1I.C([O-])([O-])=O.[K+].[K+].[C:50]1([CH3:56])[CH:55]=CC=C[CH:51]=1>C1C=CC([P]([Pd]([P](C2C=CC=CC=2)(C2C=CC=CC=2)C2C=CC=CC=2)([P](C2C=CC=CC=2)(C2C=CC=CC=2)C2C=CC=CC=2)[P](C2C=CC=CC=2)(C2C=CC=CC=2)C2C=CC=CC=2)(C2C=CC=CC=2)C2C=CC=CC=2)=CC=1.O>[C:50]([O:24][C:5](=[O:6])[N:7]([CH2:12][C:13]1[CH:14]=[CH:15][C:16]([C:31]2[CH:30]=[CH:29][C:28]([N:33]3[CH2:37][C@H:36]([CH2:38][NH:39][C:40](=[O:42])[CH3:41])[O:35][C:34]3=[O:43])=[CH:27][C:26]=2[F:25])=[CH:17][CH:18]=1)[CH2:8][CH2:9][CH2:10][F:11])([CH3:56])([CH3:55])[CH3:51] |f:3.4.5,^1:60,62,81,100|. Procedure: A suspension of aryl boronic acid 120 (2.50 g, 8.03 mmol) in a mixture of toluene (24 mL), EtOH (8 mL), and water (8 mL) was treated with aryl iodide 108 (2.53 g, 6.7 mmol, 0.83 equiv) and solid K2CO3 (2.80 g, 20.1 mmol, 3.0 equiv) at room temperature. The resulting reaction mixture was degassed three times under a steady stream of argon before tetrakis(triphenylphosphine)palladium (0) (Pd(PPh3)4, 387 mg, 0.335 mmol, 0.05 equiv) was added. The resulting reaction mixture was degassed three times ... Reactants: Cl, CCCCCC(CCCC(CCCCCCC(=O)OCC)(C(=O)OC(C)(C)C)C(=O)OC(C)(C)C)OC1CCCCO1, C1CCOC1, O. Product: CCCCCC(O)CCCC(CCCCCCC(=O)OCC)(C(=O)OC(C)(C)C)C(=O)OC(C)(C)C. As a reaction SMILES: [ClH:48].[O:1]1[CH2:2][CH2:3][CH2:4][CH2:5][CH:6]1[O:7][CH:8]([CH2:9][CH2:10][CH2:11][C:12]([C:13](=[O:14])[O:15][C:16]([CH3:17])([CH3:18])[CH3:19])([C:20](=[O:21])[O:22][C:23]([CH3:24])([CH3:25])[CH3:26])[CH2:27][CH2:28][CH2:29][CH2:30][CH2:31][CH2:32][C:33](=[O:34])[O:35][CH2:36][CH3:37])[CH2:38][CH2:39][CH2:40][CH2:41][CH3:42].[O:43]1[CH2:44][CH2:45][CH2:46][CH2:47]1.[OH2:49]>>[OH:7][CH:8]([CH2:9][CH2:10][CH2:11][C:12]([C:13](=[O:14])[O:15][C:16]([CH3:17])([CH3:18])[CH3:19])([C:20](=[O:21])[O:22][C:23]([CH3:24])([CH3:25])[CH3:26])[CH2:27][CH2:28][CH2:29][CH2:30][CH2:31][CH2:32][C:33](=[O:34])[O:35][CH2:36][CH3:37])[CH2:38][CH2:39][CH2:40][CH2:41][CH3:42]. Reactants: C(C1=CC=CC=C1)OC1=CC(=C(CC(N(C)C(=O)OC(C)(C)C)C(=O)N[C@H](C)C(=O)[N-]CCCC2=CC=CC=C2)C(=C1)C)C (O-Benzyl-N-methyl-BOC-2,6-dimethyl (DL)-tyrosyl-(D)-alanylphenylpropylamide), CO (methanol), Cl (HCl). Run in O1CCOCC1 (dioxane). Product: Cl.CNC(CC1C(C=C(C=C1C)O)(CC1=CC=CC=C1)C)C(=O)N[C@H](C)C(=O)NCCCC1=CC=CC=C1 (N,2,6-trimethyl-0-(phenylmethyl)-DL-tyrosyl-N-(3-phenylpropyl)-D-alaninamide, monohydrochloride). As a reaction SMILES: C([O:8][C:9]1[CH:42]=[C:41]([CH3:43])[C:12]([CH2:13][CH:14]([C:24]([NH:26][C@@H:27]([C:29]([N-:31][CH2:32][CH2:33][CH2:34][C:35]2[CH:40]=[CH:39][CH:38]=[CH:37][CH:36]=2)=[O:30])[CH3:28])=[O:25])[N:15]([C:17](OC(C)(C)C)=O)C)=[C:11]([CH3:44])[CH:10]=1)C1C=CC=CC=1.CO.[ClH:47]>O1CCOCC1>[ClH:47].[CH3:17][NH:15][CH:14]([C:24]([NH:26][C@@H:27]([C:29]([NH:31][CH2:32][CH2:33][CH2:34][C:35]1[CH:40]=[CH:39][CH:38]=[CH:37][CH:36]=1)=[O:30])[CH3:28])=[O:25])[CH2:13][CH:12]1[C:11]([CH3:44])=[CH:10][C:9]([OH:8])=[CH:42][C:41]1([CH3:43])[CH2:44][C:11]1[CH:12]=[CH:41][CH:42]=[CH:9][CH:10]=1 |f:4.5|. Procedure: O-Benzyl-N-methyl-BOC-2,6-dimethyl (DL)-tyrosyl-(D)-alanylphenylpropylamide was treated with methanol (1.5 ml) and 6.8N HCl in dioxane (1 ml) for 24 hr. The mixture was evaporated in a stream of nitrogen, and dissolved in aqueous methanol. The solution was filtered through Whatman 50 filter paper, reduced in volume in a nitrogen stream, and lyophilized. The product is Starting materials: ClC1=CC=C2C(=CNC2=C1)C(=O)N1CCC(CC1)C1=C(C=CC=C1OC)OC ((6-chloro-1H-indol-3-yl)-[4-(2,6-dimethoxy-phenyl)-piperidin-1-yl]-methanone), ClCC1=CC=NC=C1 (4-chloromethyl-pyridine). The product is ClC1=CC=C2C(=CN(C2=C1)CC1=CC=NC=C1)C(=O)N1CCC(CC1)C1=C(C=CC=C1OC)OC ((6-Chloro-1-pyridin-4-ylmethyl-1H-indol-3-yl)-[4-(2,6-dimethoxy-phenyl)-piperidin-1-yl]-methanone). RXN SMILES: [Cl:1][C:2]1[CH:10]=[C:9]2[C:5]([C:6]([C:11]([N:13]3[CH2:18][CH2:17][CH:16]([C:19]4[C:24]([O:25][CH3:26])=[CH:23][CH:22]=[CH:21][C:20]=4[O:27][CH3:28])[CH2:15][CH2:14]3)=[O:12])=[CH:7][NH:8]2)=[CH:4][CH:3]=1.Cl[CH2:30][C:31]1[CH:36]=[CH:35][N:34]=[CH:33][CH:32]=1>>[Cl:1][C:2]1[CH:10]=[C:9]2[C:5]([C:6]([C:11]([N:13]3[CH2:14][CH2:15][CH:16]([C:19]4[C:24]([O:25][CH3:26])=[CH:23][CH:22]=[CH:21][C:20]=4[O:27][CH3:28])[CH2:17][CH2:18]3)=[O:12])=[CH:7][N:8]2[CH2:30][C:31]2[CH:36]=[CH:35][N:34]=[CH:33][CH:32]=2)=[CH:4][CH:3]=1. Reported procedure: Following general procedure II, the alkylation of (6-chloro-1H-indol-3-yl)-[4-(2,6-dimethoxy-phenyl)-piperidin-1-yl]-methanone (preparation described herein), with commercially available 4-chloromethyl-pyridine gave the title compound. The reactants are [OH-].[Na+] (sodium hydroxide), C(C)OC(COC1=C(C=C(C=C1)SCC1=CC(=CC(=C1)C#CCN1CCOCC1)OCC1=CC=C(C=C1)F)C)=O ({4-[3-(4-Fluoro-benzyloxy)-5-(3-morpholin-4-yl-prop-1ynyl)-benzylsulfanyl]-2-methyl-phenoxy}-acetic acid ethyl ester), Cl (hydrochloric acid). Run in C(C)O (ethanol). Reaction conditions: time 1 hour. The product is FC1=CC=C(COC=2C=C(CSC3=CC(=C(OCC(=O)O)C=C3)C)C=C(C2)C#CCN2CCOCC2)C=C1 ({4-[3-(4-Fluoro-benzyloxy)-5-(3-morpholin-4-yl-prop-1ynyl)-benzylsulfanyl]-2-methyl-phenoxy}-acetic Acid). RXN SMILES: C([O:3][C:4](=[O:40])[CH2:5][O:6][C:7]1[CH:12]=[CH:11][C:10]([S:13][CH2:14][C:15]2[CH:20]=[C:19]([C:21]#[C:22][CH2:23][N:24]3[CH2:29][CH2:28][O:27][CH2:26][CH2:25]3)[CH:18]=[C:17]([O:30][CH2:31][C:32]3[CH:37]=[CH:36][C:35]([F:38])=[CH:34][CH:33]=3)[CH:16]=2)=[CH:9][C:8]=1[CH3:39])C.[OH-].[Na+].Cl>C(O)C>[F:38][C:35]1[CH:34]=[CH:33][C:32]([CH2:31][O:30][C:17]2[CH:16]=[C:15]([CH:20]=[C:19]([C:21]#[C:22][CH2:23][N:24]3[CH2:25][CH2:26][O:27][CH2:28][CH2:29]3)[CH:18]=2)[CH2:14][S:13][C:10]2[CH:11]=[CH:12][C:7]([O:6][CH2:5][C:4]([OH:40])=[O:3])=[C:8]([CH3:39])[CH:9]=2)=[CH:37][CH:36]=1 |f:1.2|. Reported procedure: {4-[3-(4-Fluoro-benzyloxy)-5-(3-morpholin-4-yl-prop-1ynyl)-benzylsulfanyl]-2-methyl-phenoxy}-acetic acid ethyl ester (150 mg; 0.30 mmol) was dissolved in ethanol (20 mL), and aqueous 1 N sodium hydroxide (3 mL) was added. The reaction mixture was stirred for 1 h, acidified with 1 N aqueous hydrochloric acid, and extracted with ethyl acetate. The organic phase was dried and evaporated to dryness. Yield: 190 mg. HPLC-MS: m/z: 536.1 (M+); Rt: 1.76 min. The reactants are C([O-])([O-])=O.[Na+].[Na+] (sodium carbonate), BrC=1C=C(C=2C=NNC2C1)N (6-Bromo-1H-indazol-4-amine), CC1(OB(OC1(C)C)C1=C2C=CNC2=CC=C1)C (4-(4,4,5,5-tetramethyl-1,3,2-dioxaborolan-2-yl)-1H-indole). Reagents/catalysts: C1=CC=C(C=C1)P([C-]2C=CC=C2)C3=CC=CC=C3.C1=CC=C(C=C1)P([C-]2C=CC=C2)C3=CC=CC=C3.Cl[Pd]Cl.[Fe+2].C(Cl)Cl (Pd(dppf)Cl2 DCM). The solvent is O (water), O1CCOCC1 (1,4-dioxane), ClCCl (dichloromethane). Conditions: temperature 115 celsius. The product is N1C=CC2=C(C=CC=C12)C=1C=C(C=2C=NNC2C1)N (6-(1H-Indol-4-yl)-1H-indazol-4-amine). Isolated yield 109.3%. Reaction SMILES: Br[C:2]1[CH:3]=[C:4]([NH2:11])[C:5]2[CH:6]=[N:7][NH:8][C:9]=2[CH:10]=1.CC1(C)C(C)(C)OB([C:20]2[CH:28]=[CH:27][CH:26]=[C:25]3[C:21]=2[CH:22]=[CH:23][NH:24]3)O1.C(=O)([O-])[O-].[Na+].[Na+]>O1CCOCC1.O.ClCCl.C1C=CC(P(C2C=CC=CC=2)[C-]2C=CC=C2)=CC=1.C1C=CC(P(C2C=CC=CC=2)[C-]2C=CC=C2)=CC=1.Cl[Pd]Cl.[Fe+2].C(Cl)Cl>[NH:24]1[C:25]2[C:21](=[C:20]([C:2]3[CH:3]=[C:4]([NH2:11])[C:5]4[CH:6]=[N:7][NH:8][C:9]=4[CH:10]=3)[CH:28]=[CH:27][CH:26]=2)[CH:22]=[CH:23]1 |f:2.3.4,8.9.10.11.12|. Procedure: 6-Bromo-1H-indazol-4-amine (10 g, available from Sinova Inc.) and 4-(4,4,5,5-tetramethyl-1,3,2-dioxaborolan-2-yl)-1H-indole (16.05 g, available from Frontier Scientific, Europe Ltd) were dissolved in 1,4-dioxane (60 ml) and water (60 ml). 2M sodium carbonate (70.7 ml) and Pd(dppf)Cl2-DCM adduct (1.93 g) were added and the mixture was heated at 115° C. for 18 hr. The reaction mixture was diluted with dichloromethane (200 ml) and the organic and aqueous layers were separated by hydrophobic frit. T...